This data is from the Open Reaction Database (ORD), a public repository of structured organic reaction records. The task is: describe an organic reaction: reactants, conditions, products, and yield Reactants: CC1(OCCO1)CCCCN1N=CC(=C1)N (1-[4-(2-methyl-[1,3]dioxolan-2-yl)-butyl]-1H-pyrazol-4-ylamine), COC1=CC=C(C=C1)C1=C(N=CO1)C(=O)O (5-(4-methoxy-phenyl)-oxazole-4-carboxylic acid). Product: O=C(CCCCN1N=CC(=C1)NC(=O)C=1N=COC1C1=CC=C(C=C1)OC)C (5-(4-Methoxy-phenyl)-oxazole-4-carboxylic acid [1-(5-oxo-hexyl)-1H-pyrazol-4-yl]-amide). RXN SMILES: [CH3:1][C:2]1([CH2:7][CH2:8][CH2:9][CH2:10][N:11]2[CH:15]=[C:14]([NH2:16])[CH:13]=[N:12]2)[O:6]CCO1.[CH3:17][O:18][C:19]1[CH:24]=[CH:23][C:22]([C:25]2[O:29][CH:28]=[N:27][C:26]=2[C:30](O)=[O:31])=[CH:21][CH:20]=1>>[O:6]=[C:2]([CH3:1])[CH2:7][CH2:8][CH2:9][CH2:10][N:11]1[CH:15]=[C:14]([NH:16][C:30]([C:26]2[N:27]=[CH:28][O:29][C:25]=2[C:22]2[CH:23]=[CH:24][C:19]([O:18][CH3:17])=[CH:20][CH:21]=2)=[O:31])[CH:13]=[N:12]1. Procedure details: Following general procedure B followed by either C or D, starting from 1-[4-(2-methyl-[1,3]dioxolan-2-yl)-butyl]-1H-pyrazol-4-ylamine and 5-(4-methoxy-phenyl)-oxazole-4-carboxylic acid. Reactants: ClC1=C(C=CC(=C1)Cl)[N+](=O)[O-] (2,4-dichloronitrobenzene), Cl (hydrochloric acid), C1CCCS1(=O)=O (tetramethylene sulfone), [OH-].[K+] (potassium hydroxide). Reaction conditions: temperature 110 celsius, time 21 hour. Product: ClC=1C=CC(=C(C1)O)[N+](=O)[O-] (5-chloro-2-nitrophenol). The yield is 75.8%. Reaction SMILES: Cl[C:2]1[CH:7]=[C:6]([Cl:8])[CH:5]=[CH:4][C:3]=1[N+:9]([O-:11])=[O:10].C1S(=O)(=[O:17])CCC1.[OH-].[K+].Cl>>[Cl:8][C:6]1[CH:5]=[CH:4][C:3]([N+:9]([O-:11])=[O:10])=[C:2]([OH:17])[CH:7]=1 |f:2.3|. Procedure: 384 g of 2,4-dichloronitrobenzene, 600 g of tetramethylene sulfone (sulfolane) and 1 g of the emulsifier as specified in Example 1 are introduced into the reaction vessel. Within 4 hours 448 g of 50% potassium hydroxide solution are added at 110° C. After stirring for a further 21 hours at 110° C., the reaction product is adjusted to pH 5.5 to 6 with 240 g of 30% hydrochloric acid and worked up as described in Example 1. 263 g of 5-chloro-2-nitrophenol (76% of the theory) are obtained. Yields the product CCc1cn(CCO)c(C2CCN(C(=O)OC(C)(C)C)CC2)n1. RXN SMILES: [CH3:26][CH2:27][OH:28].[H:24][H:25].[OH:1][CH2:2][CH2:3][n:4]1[c:5]([CH:11]2[CH2:12][CH2:13][N:14]([C:17](=[O:18])[O:19][C:20]([CH3:21])([CH3:22])[CH3:23])[CH2:15][CH2:16]2)[n:6][c:7]([CH:9]=[CH2:10])[cH:8]1>>[OH:1][CH2:2][CH2:3][n:4]1[c:5]([CH:11]2[CH2:12][CH2:13][N:14]([C:17](=[O:18])[O:19][C:20]([CH3:21])([CH3:22])[CH3:23])[CH2:15][CH2:16]2)[n:6][c:7]([CH2:9][CH3:10])[cH:8]1. Reactants: CCO, [H][H], C=Cc1cn(CCO)c(C2CCN(C(=O)OC(C)(C)C)CC2)n1. The reactants are O=S1(N=C(NC2=C1C=CC=C2)C=2C(N(C1=CC=CC=C1C2O)N=CC2=C(C=CC=C2)C)=O)=O (3-(1,1-dioxido-4H-1,2,4-benzothiadiazin-3-yl)-4-hydroxy-1-{[(2-methylphenyl)methylene]amino}quinolin-2(1H)-one), CO (methanol), solution, [BH4-].[Li+] (lithium borohydride), Cl (hydrochloric acid). Solvent: O1CCCC1 (tetrahydrofuran), O1CCCC1 (tetrahydrofuran), O (water). Reaction conditions: temperature 25 celsius, time 1 hour. Product: O=S1(N=C(NC2=C1C=CC=C2)C=2C(N(C1=CC=CC=C1C2O)NCC2=C(C=CC=C2)C)=O)=O (3-(1,1-dioxido-4H-1,2,4-benzothiadiazin-3-yl)-4-hydroxy-1-[(2-methylbenzyl)amino]quinolin-2(1H)-one). As a reaction SMILES: [O:1]=[S:2]1(=[O:33])[C:7]2[CH:8]=[CH:9][CH:10]=[CH:11][C:6]=2[NH:5][C:4]([C:12]2[C:13](=[O:32])[N:14]([N:23]=[CH:24][C:25]3[CH:30]=[CH:29][CH:28]=[CH:27][C:26]=3[CH3:31])[C:15]3[C:20]([C:21]=2[OH:22])=[CH:19][CH:18]=[CH:17][CH:16]=3)=[N:3]1.CO.[BH4-].[Li+].Cl>O1CCCC1.O>[O:33]=[S:2]1(=[O:1])[C:7]2[CH:8]=[CH:9][CH:10]=[CH:11][C:6]=2[NH:5][C:4]([C:12]2[C:13](=[O:32])[N:14]([NH:23][CH2:24][C:25]3[CH:30]=[CH:29][CH:28]=[CH:27][C:26]=3[CH3:31])[C:15]3[C:20]([C:21]=2[OH:22])=[CH:19][CH:18]=[CH:17][CH:16]=3)=[N:3]1 |f:2.3|. Reported procedure: The product of Example 258A (0.026 g, 0.057 mmol) in tetrahydrofuran (1.2 mL) and methanol (0.005 mL, 0.114 mmol) at 0° C. was treated with dropwise addition of a 2.0M solution of lithium borohydride in tetrahydrofuran (0.045 mL, 0.090 mmol). The reaction was stirred at 25° C. for 1 hour, acidified with 1 M hydrochloric acid to a pH of approximately 2-4, diluted with water (5.0 mL), and the resulting precipitate was collected by filtration, washed with water and dried. The crude product was trit... Starting materials: OC1=CC=C(C=C1)C(C)=O (1-(4-hydroxyphenyl)ethanone), C(=O)([O-])[O-].[K+].[K+] (K2CO3), C(C1=CC=CC=C1)Cl (benzyl chloride). Solvent: CN(C)C=O (DMF). Conditions: time 16 hour. Product: C(C1=CC=CC=C1)OC1=CC=C(C=C1)C(C)=O (1-(4-(benzyloxy)phenyl)ethanone). Yield: 81208.1%. RXN SMILES: [OH:1][C:2]1[CH:7]=[CH:6][C:5]([C:8](=[O:10])[CH3:9])=[CH:4][CH:3]=1.C([O-])([O-])=O.[K+].[K+].[CH2:17](Cl)[C:18]1[CH:23]=[CH:22][CH:21]=[CH:20][CH:19]=1>CN(C=O)C>[CH2:17]([O:1][C:2]1[CH:7]=[CH:6][C:5]([C:8](=[O:10])[CH3:9])=[CH:4][CH:3]=1)[C:18]1[CH:23]=[CH:22][CH:21]=[CH:20][CH:19]=1 |f:1.2.3|. Procedure details: To a solution of 1-(4-hydroxyphenyl)ethanone (10 g, 0.07 mol) in DMF (15 mL), were added anhydrous K2CO3 (20.3 g, 0.14 mol) and benzyl chloride (11.16 g, 0.08 mmol). The reaction mixture was then stirred at RT for 16 h, quenched with ice, and a solid was precipitated. The obtained solid residue was filtered and dried in vacuo to afford 1-(4-(benzyloxy)phenyl)ethanone (14.7 g, 89%) as a solid. Starting materials: FC(C(=O)O)(F)F.C(C1=CC=CC=C1)OC[C@H](N)C(=O)O (O-Benzyl-L-serine trifluoroacetic acid salt), COC1=CC=C(COC(=O)N=[N+]=[N-])C=C1 (p-methoxybenzyloxycarbonyl azide), O (water), [O-2].[Mg+2] (magnesium oxide). The solvent is O1CCOCC1 (dioxane). Conditions: time 4 day. Product: COC1=CC=C(COC(=O)N[C@@H](COCC2=CC=CC=C2)C(=O)O)C=C1 (Nα -p-Methoxybenzyloxycarbonyl-O-benzyl-L-serine). RXN SMILES: FC(F)(F)C(O)=O.[CH2:8]([O:15][CH2:16][C@@H:17]([C:19]([OH:21])=[O:20])[NH2:18])[C:9]1[CH:14]=[CH:13][CH:12]=[CH:11][CH:10]=1.O.[O-2].[Mg+2].[CH3:25][O:26][C:27]1[CH:39]=[CH:38][C:30]([CH2:31][O:32][C:33](N=[N+]=[N-])=[O:34])=[CH:29][CH:28]=1>O1CCOCC1>[CH3:25][O:26][C:27]1[CH:39]=[CH:38][C:30]([CH2:31][O:32][C:33]([NH:18][C@H:17]([C:19]([OH:21])=[O:20])[CH2:16][O:15][CH2:8][C:9]2[CH:14]=[CH:13][CH:12]=[CH:11][CH:10]=2)=[O:34])=[CH:29][CH:28]=1 |f:0.1,3.4|. Reported procedure: O-Benzyl-L-serine trifluoroacetic acid salt, 3.09 g. in 20 ml. of water containing 0.8 g. of magnesium oxide is treated with 2.28 g. of p-methoxybenzyloxycarbonyl azide in 20 ml. of dioxane. The mixture is stirred at room temperature for four days. It is then filtered and the filtrate diluted with ethyl acetate and the solution washed with cold 0.2 N hydrochloric acid and with saturated sodium chloride solution. The ethyl acetate solution is dried and evaporated to an oil. The crude product is t... The reactants are C1(CCCCC1)CC1N(CCCC1)CC(C)C1=CC(=CC=C1)Br (2-cyclohexylmethyl-1-[2-(3-bromophenyl)propyl]piperidine), C(CCC)[Li] (n-butyl lithium), C(C)OCC (diethyl ether), lithio. Yields the product C(C)(=O)C1=CC=CC=C1 (acetophenone). RXN SMILES: [CH:1]1([CH2:7][CH:8]2CCCCN2CC(C2C=CC=C(Br)C=2)C)[CH2:6][CH2:5][CH2:4][CH2:3][CH2:2]1.C([Li])CCC.C([O:31]CC)C>>[C:7]([C:1]1[CH:6]=[CH:5][CH:4]=[CH:3][CH:2]=1)(=[O:31])[CH3:8]. Reported procedure: Following a procedure similar to that described in Example 3, 37.8 g. (0.1 mole) of 2-cyclohexylmethyl-1-[2-(3-bromophenyl)propyl]piperidine was reacted with 0.18 mole of n-butyl lithium in diethyl ether and the resulting lithio derivative reacted directly with 27 g. (0.23 mole) of acetophenone to give 11.8 g. of 2-cyclohexylmethyl-1-{2-[3-(α-hydroxy-α-methylbenzyl)phenyl]propyl}piperidine as a yellow oil.